Dataset: the Open Reaction Database (ORD), a public repository of structured organic reaction records. Task: describe an organic reaction: reactants, conditions, products, and yield As a reaction SMILES: Br[C:2]1[CH:7]=[CH:6][C:5]([N+:8]([O-:10])=[O:9])=[CH:4][C:3]=1[O:11][CH3:12].[CH2:13]([N:15]1[CH2:20][CH2:19][NH:18][CH2:17][CH2:16]1)[CH3:14]>O>[CH2:13]([N:15]1[CH2:20][CH2:19][N:18]([C:2]2[CH:7]=[CH:6][C:5]([N+:8]([O-:10])=[O:9])=[CH:4][C:3]=2[O:11][CH3:12])[CH2:17][CH2:16]1)[CH3:14]. Procedure: 2-Bromo-5-nitroanisole (4.7 g, 20 mmol) and N-ethyl-piperazin (10.3 ml) is stirred for 13 h at 110° C. under N2-atmosphere. Water (80 ml) is added and the mixture extracted twice with CH2Cl2 (2×80 ml). The organic phases are washed with water and brine, dried (Na2SO4) and concentrated. Column chromatography (SiO2; CH2Cl2/MeOH 19:1→9:1) gives the title compound: m.p.: 84-85° C. Product: C(C)N1CCN(CC1)C1=C(C=C(C=C1)[N+](=O)[O-])OC (1-Ethyl-4-(2-methoxy-4-nitro-phenyl)-piperazine). Run in O (Water). Starting materials: BrC1=C(C=C(C=C1)[N+](=O)[O-])OC (2-Bromo-5-nitroanisole), C(C)N1CCNCC1 (N-ethyl-piperazin). RXN SMILES: [F:1][C:2]1[CH:7]=[CH:6][CH:5]=[C:4](C=O)[C:3]=1C=O.CC(C[AlH]C[CH:18]([CH3:20])[CH3:19])C.C([O:24][CH2:25][CH3:26])(=O)C.[CH2:27]1[CH2:31]O[CH2:29][CH2:28]1>>[CH2:31]([C:25]([OH:24])([CH2:26][CH2:20][CH2:18][CH3:19])[C:5]1[CH:4]=[CH:3][C:2]([F:1])=[CH:7][CH:6]=1)[CH2:27][CH2:28][CH3:29]. Yields the product C(CCC)C(C1=CC=C(C=C1)F)(CCCC)O (dibutyl 4-fluorobenzyl alcohol). Reported procedure: To a solution of 22.6 g (69.8 mmol) of the dialdehyde obtained from Step 1 in 650 mL of THF at -60 C. was added 69.8 mL (69.8 mmol) of DIBAL (1M in THF) via a syringe. The reaction mixture was stirred at -40 C. for 20 hours. To the cooled solution at -40 C. was added sufficient amount of ethyl acetate to quench the excess of DIBAL, followed by 3 N HCl. The mixture was extracted with ethyl acetate, washed with water, dried (MgSO4), and concentrated in vacuo. Silica gel chromatographic purificatio... Reactants: FC1=C(C(=CC=C1)C=O)C=O (fluorobenzene dialdehyde), C1CCOC1 (THF), CC(C)C[AlH]CC(C)C (DIBAL), C(C)(=O)OCC (ethyl acetate). Run at time 20 hour. Reactants: C(=O)(O)[O-].[Na+] (NaHCO3), ClC=1C=C(C(=C(C1)NC1CCN(CC1)C(=O)OC(C)(C)C)C)C(=O)OC (tert-butyl 4-{[5-chloro-3-(methoxycarbonyl)-2-methylphenyl]amino}piperidine-1-carboxylate), C(C)=O (acetaldehyde), C(C)(=O)O[BH-](OC(C)=O)OC(C)=O.[Na+] (sodium triacetoxyborohydride). Solvent: ClCCl (dichloromethane), C(C)(=O)O (acetic acid). Conditions: time 18 hour. Yields the product ClC=1C=C(C(=C(C1)N(C1CCN(CC1)C(=O)OC(C)(C)C)CC)C)C(=O)OC (tert-Butyl 4-{[5-chloro-3-(methoxycarbonyl)-2-methylphenyl](ethyl)amino}piperidine-1-carboxylate). Isolated yield 93.0%. Reaction SMILES: [Cl:1][C:2]1[CH:3]=[C:4]([C:23]([O:25][CH3:26])=[O:24])[C:5]([CH3:22])=[C:6]([NH:8][CH:9]2[CH2:14][CH2:13][N:12]([C:15]([O:17][C:18]([CH3:21])([CH3:20])[CH3:19])=[O:16])[CH2:11][CH2:10]2)[CH:7]=1.[CH:27](=O)[CH3:28].C(O[BH-](OC(=O)C)OC(=O)C)(=O)C.[Na+].C([O-])(O)=O.[Na+]>ClCCl.C(O)(=O)C>[Cl:1][C:2]1[CH:3]=[C:4]([C:23]([O:25][CH3:26])=[O:24])[C:5]([CH3:22])=[C:6]([N:8]([CH2:27][CH3:28])[CH:9]2[CH2:14][CH2:13][N:12]([C:15]([O:17][C:18]([CH3:19])([CH3:20])[CH3:21])=[O:16])[CH2:11][CH2:10]2)[CH:7]=1 |f:2.3,4.5|. Procedure details: To a stirred solution of tert-butyl 4-{[5-chloro-3-(methoxycarbonyl)-2-methylphenyl]amino}piperidine-1-carboxylate (2.40 g, 6.28 mmol) in dichloromethane (50 mL) and acetic acid (1.8 mL) was added acetaldehyde (830 ul, 12.6 mmol) and sodium triacetoxyborohydride (4.00 g, 18.8 mmol). The reaction mixture was stirred at rt for 18 hours. Then aq. NaHCO3 was added and the mixture was separated. The aqueous layer was extracted with dichloromethane. The combined organic layer was concentrated in vacuo... Reactants: C(C)C1=C(C=C(C=C1)I)C1C(CCCC1=O)=O (2-(2-ethyl-5-iodophenyl)cyclohexane-1,3-dione), ClC1=CC(=C(C=C1)O)F (4-chloro-2-fluorophenol), C([O-])([O-])=O.[Cs+].[Cs+] (cesium carbonate). The reagents and catalysts are FC(S(=O)(=O)[O-])(F)F.[Cu+2].FC(S(=O)(=O)[O-])(F)F (copper (II) trifluoromethanesulfonate). Reaction conditions: temperature 160 celsius. Product: ClC1=CC(=C(OC=2C=CC(=C(C2)C2C(CCCC2=O)=O)CC)C=C1)F (2-[5-(4-chloro-2-fluoro-phenoxy)-2-ethylphenyl]cyclohexane-1,3-dione). Reaction SMILES: [CH2:1]([C:3]1[CH:8]=[CH:7][C:6](I)=[CH:5][C:4]=1[CH:10]1[C:15](=[O:16])[CH2:14][CH2:13][CH2:12][C:11]1=[O:17])[CH3:2].[Cl:18][C:19]1[CH:24]=[CH:23][C:22]([OH:25])=[C:21]([F:26])[CH:20]=1.C(=O)([O-])[O-].[Cs+].[Cs+]>FC(F)(F)S([O-])(=O)=O.[Cu+2].FC(F)(F)S([O-])(=O)=O>[Cl:18][C:19]1[CH:24]=[CH:23][C:22]([O:25][C:6]2[CH:7]=[CH:8][C:3]([CH2:1][CH3:2])=[C:4]([CH:10]3[C:15](=[O:16])[CH2:14][CH2:13][CH2:12][C:11]3=[O:17])[CH:5]=2)=[C:21]([F:26])[CH:20]=1 |f:2.3.4,5.6.7|. Procedure: To a mixture of 2-(2-ethyl-5-iodophenyl)cyclohexane-1,3-dione (0.250 g, 0.73 mmol), 4-chloro-2-fluorophenol (0.535 g, 3.65 mmol) and cesium carbonate (0.477 g, 1.46 mmol) is added powdered 3 Å molecular sieves (0.300 g) and copper (II) trifluoromethanesulfonate (0.012 g, 0.037 mmol). After degassing with nitrogen anhydrous toluene (4 ml) is added, and the suspension is heated at 160° C. for 1 hour under microwave irradiation. The reaction mixture is acidified with 2M aqueous hydrochloric acid an... Starting materials: FC1=CC=CC(=N1)C1=CC=C(CN2C=C3N(C(N(C(C3=C2)=O)C)=O)CC(C)C)C=C1 (6-(4-(6-fluoropyridin-2-yl)benzyl)-1-isobutyl-3-methyl-1H-pyrrolo [3,4-d]pyrimidine-2,4(3H,6H)-dione), ClN1C(CCC1=O)=O (N-chlorosuccinimide). The solvent is C(Cl)(Cl)(Cl)Cl (CCl4), CN(C)C=O (DMF). Conditions: temperature 100 celsius. Product: ClC=1N(C=C2C1N(C(N(C2=O)C)=O)CC(C)C)CC2=CC=C(C=C2)C2=NC(=CC=C2)F (7-chloro-6-(4-(6-fluoropyridin-2-yl)benzyl)-1-isobutyl-3-methyl-1H-pyrrolo[3,4-d]pyrimidine-2,4(3H,6H)-dione). Isolated yield 56.7%. Reaction SMILES: [F:1][C:2]1[N:7]=[C:6]([C:8]2[CH:30]=[CH:29][C:11]([CH2:12][N:13]3[CH:21]=[C:20]4[C:15]([N:16]([CH2:25][CH:26]([CH3:28])[CH3:27])[C:17](=[O:24])[N:18]([CH3:23])[C:19]4=[O:22])=[CH:14]3)=[CH:10][CH:9]=2)[CH:5]=[CH:4][CH:3]=1.[Cl:31]N1C(=O)CCC1=O>C(Cl)(Cl)(Cl)Cl.CN(C=O)C>[Cl:31][C:14]1[N:13]([CH2:12][C:11]2[CH:29]=[CH:30][C:8]([C:6]3[CH:5]=[CH:4][CH:3]=[C:2]([F:1])[N:7]=3)=[CH:9][CH:10]=2)[CH:21]=[C:20]2[C:19](=[O:22])[N:18]([CH3:23])[C:17](=[O:24])[N:16]([CH2:25][CH:26]([CH3:28])[CH3:27])[C:15]=12. Procedure: 6-(4-(6-fluoropyridin-2-yl)benzyl)-1-isobutyl-3-methyl-1H-pyrrolo [3,4-d]pyrimidine-2,4(3H,6H)-dione (81 mg, 0.2 mmol) is dissolved in a mixture of CCl4 and DMF (3/1, v/v), and then N-chlorosuccinimide (27 mg, 0.2 mmol) is added. The reaction mixture is heated in a Biotage microwave at 100° C. for 30 minutes. Solvents are removed under vacuum, and the residue is purified by a semi-preparative HPLC to give pure product as off white solids (50 mg, yield 70%). MS (ESI) m/z 441.2 [M+H]+.